From a dataset of the Open Reaction Database (ORD), a public repository of structured organic reaction records. describe an organic reaction: reactants, conditions, products, and yield As a reaction SMILES: [CH3:22][OH:23].[NH2:1][c:2]1[c:3]([N+:19]([O-:20])=[O:21])[cH:4][c:5]([O:6][c:7]2[cH:8][c:9]([C:10](=[O:11])[NH:12][CH3:13])[cH:14][cH:15][cH:16]2)[cH:17][cH:18]1>>[NH2:1][c:2]1[c:3]([NH2:19])[cH:4][c:5]([O:6][c:7]2[cH:8][c:9]([C:10](=[O:11])[NH:12][CH3:13])[cH:14][cH:15][cH:16]2)[cH:17][cH:18]1. The product is CNC(=O)c1cccc(Oc2ccc(N)c(N)c2)c1. Starting materials: CO, CNC(=O)c1cccc(Oc2ccc(N)c([N+](=O)[O-])c2)c1.